Dataset: the Open Reaction Database (ORD), a public repository of structured organic reaction records. Task: describe an organic reaction: reactants, conditions, products, and yield Starting materials: [Bi]=O (bismuth oxide), OC(C(=O)C1=CC(=CC=C1)C)C1=CC=C(C=C1)SC (2-Hydroxy-1-(3-methylphenyl)-2-[4-(methylthio)phenyl]-ethanone), [Bi]=O (bismuth oxide). The solvent is C(C)(=O)O (acetic acid). Conditions: temperature 90 celsius, time 15 minute. The product is CC=1C=C(C=CC1)C(C(=O)C1=CC=C(C=C1)SC)=O (1-(3-Methylphenyl)-2-[4-(methylthio)phenyl]ethane-1,2-dione). The yield is 43.2%. RXN SMILES: [OH:1][CH:2]([C:12]1[CH:17]=[CH:16][C:15]([S:18][CH3:19])=[CH:14][CH:13]=1)[C:3]([C:5]1[CH:10]=[CH:9][CH:8]=[C:7]([CH3:11])[CH:6]=1)=[O:4].[Bi]=O>C(O)(=O)C>[CH3:11][C:7]1[CH:6]=[C:5]([C:3](=[O:4])[C:2]([C:12]2[CH:13]=[CH:14][C:15]([S:18][CH3:19])=[CH:16][CH:17]=2)=[O:1])[CH:10]=[CH:9][CH:8]=1 |^1:19|. Reported procedure: The ketone from step 2 (30.5 mmol, 8.31 g) was diluted with acetic acid (90 ml) and heated to ˜90° C. Bi2O3 (30.5 mmol, 14.2 g) was added. After stirring 15 minutes, additional bismuth oxide (15 mmol, 7 g) was added. After 30 additional minutes, the mixture was filtered through silica and Celite®, then lyophilized. The residue was subjected to chromatography (3:1 hexane: ethyl acetate), affording the title compound as a yellow solid (3.56 g, 43%), which was used in the next step. Reactants: CC1=C(OC=2C=NC=NC2)C=C(C(=C1)[N+](=O)[O-])\C=C\N1CCCC1 ((E)-5-(2-methyl-4-nitro-5-(2-(pyrrolidin-1-yl)vinyl)phenoxy)pyrimidine). Reagents/catalysts: [Pd] (Pd/C). Solvent: CO (methanol). The product is CC1=C(C=C2C=CNC2=C1)OC=1C=NC=NC1 (6-Methyl-5-(pyrimidin-5-yloxy)-1H-indole). The yield is 46.4%. As a reaction SMILES: [CH3:1][C:2]1[CH:14]=[C:13]([N+]([O-])=O)[C:12](/[CH:18]=[CH:19]/[N:20]2CCCC2)=[CH:11][C:3]=1[O:4][C:5]1[CH:6]=[N:7][CH:8]=[N:9][CH:10]=1>CO.[Pd]>[CH3:1][C:2]1[CH:14]=[C:13]2[C:12]([CH:18]=[CH:19][NH:20]2)=[CH:11][C:3]=1[O:4][C:5]1[CH:10]=[N:9][CH:8]=[N:7][CH:6]=1. Procedure details: A red, heterogeneous solution of (E)-5-(2-methyl-4-nitro-5-(2-(pyrrolidin-1-yl)vinyl)phenoxy)pyrimidine (0.963 g, 2.95 mmol) and 10% Pd/C (0.314 g, 0.295 mmol) in methanol (49.2 mL) was hydrogenated overnight. The reaction was flushed with nitrogen, filtered through a pad of CELITE®, and rinsed with MeOH. The filtrate was concentrated in vacuo to give a residue which was purified by flash chromatography using an ISCO 40 g column eluting with 0-5% MeOH/CH2Cl2. Appropriate fractions were collected... RXN SMILES: Br[C:2]1[CH:3]=[CH:4][C:5]([OH:36])=[C:6]([C:8]2[CH:17]=[CH:16][C:15]3[C:10](=[CH:11][CH:12]=[C:13]([C:18]4[N:22]([CH:23]5[CH2:28][CH2:27][CH2:26][CH2:25][CH2:24]5)[C:21]5[CH:29]=[CH:30][C:31]([C:33]([OH:35])=[O:34])=[CH:32][C:20]=5[N:19]=4)[CH:14]=3)[N:9]=2)[CH:7]=1.[OH:37]C1C=C(O)C=CC=1C(=O)C.[OH-].[K+]>C(O)C>[CH:23]1([N:22]2[C:21]3[CH:29]=[CH:30][C:31]([C:33]([OH:35])=[O:34])=[CH:32][C:20]=3[N:19]=[C:18]2[C:13]2[CH:14]=[C:15]3[C:10](=[CH:11][CH:12]=2)[N:9]=[C:8]([C:6]2[CH:7]=[CH:2][C:3]([OH:37])=[CH:4][C:5]=2[OH:36])[CH:17]=[CH:16]3)[CH2:28][CH2:27][CH2:26][CH2:25][CH2:24]1 |f:2.3|. The product is C1(CCCCC1)N1C(=NC2=C1C=CC(=C2)C(=O)O)C=2C=C1C=CC(=NC1=CC2)C2=C(C=C(C=C2)O)O (1-cyclohexyl-2-[2-(2,4-dihydroxy-phenyl)-quinolin-6-yl]-1H-benzoimidazole-5-carboxylic acid). Procedure details: Following the procedure and workup for Compound 354, Compound 354e (100 mg, 0.256 mmol) was reacted with 1-(2,4-dihydroxy-phenyl)-ethanone (0.256 mmol) in ethanol (2 mL) using 10% w/v KOH in ethanol (506 μL, 0.64 mmol) to produce the title compound (9.5 mg, 8% yield). The reactants are BrC=1C=CC(=C(C1)C1=NC2=CC=C(C=C2C=C1)C1=NC2=C(N1C1CCCCC1)C=CC(=C2)C(=O)O)O (2-[2-(5-Bromo-2-hydroxy-phenyl)-quinolin-6-yl]-1-cyclohexyl-1H-benzoimidazole-5-carboxylic acid), [OH-].[K+] (KOH), Compound 354e, OC1=C(C=CC(=C1)O)C(C)=O (1-(2,4-dihydroxy-phenyl)-ethanone). Yield: 8.0%. Solvent: C(C)O (ethanol), C(C)O (ethanol). Starting materials: Oc1cccnc1Br, C#CCBr, C1CCOC1, [H-], [Na+]. As a reaction SMILES: [Br:1][c:2]1[n:3][cH:4][cH:5][cH:6][c:7]1[OH:8].[CH2:11]([C:12]#[CH:13])[Br:14].[CH2:15]1[O:16][CH2:17][CH2:18][CH2:19]1.[H-:9].[Na+:10]>>[Br:1][c:2]1[n:3][cH:4][cH:5][cH:6][c:7]1[O:8][CH2:13][C:12]#[CH:11]. Yields the product C#CCOc1cccnc1Br. The reactants are CO (methanol), Cl[Si](CCC1=NC=CC=C1)(Cl)Cl (2-(2-trichlorosilylethyl)pyridine). Solvent: O (water). Run at time 1 hour. The product is [SiH3]CCC1=NC=CC=C1 (2-(2-silylethyl)pyridine). As a reaction SMILES: CO.Cl[Si:4](Cl)(Cl)[CH2:5][CH2:6][C:7]1[CH:12]=[CH:11][CH:10]=[CH:9][N:8]=1>O>[SiH3:4][CH2:5][CH2:6][C:7]1[CH:12]=[CH:11][CH:10]=[CH:9][N:8]=1. Procedure details: A solution of 2-(2-silylethyl)pyridine oligosilsesquioxane pillar material was prepared from a methanol solution of 2-(2-trichlorosilylethyl)pyridine (24 grams of 2-(2-trichlorosilylethyl)pyridine in 175 ml of methanol) by adding 10.5 ml of water. The mixture was stirred for 1 hour while maintaining the temperature below 30° C. Reactants: C(N)(=N)C1=CC=C(C=C1)N[C@H](C1=NN(C(N1)=O)C=1N=CSC1C(=O)O)C=1C=C(C2=C(COCO2)C1)OC ((S)-4-{3-[(4-carbamimidoylphenylamino)-(8-methoxy-4H-benzo[1,3]dioxin-6-yl)methyl]-5-oxo-4,5-dihydro-[1,2,4]triazol-1-yl}thiazole-5-carboxylic acid), COC(N=C(C(=NC1=CC=C(C=C1)C1=NOC(=N1)C)C1=CC(=CC(=C1)OC)OC)SC)=O ({2-(3,5-dimethoxyphenyl)-2-[4-(5-methyl-[1,2,4]oxadiazol-3-yl)phenylimino]-1-methylsulfanylethylidene}carbamic acid methyl ester). Yields the product C(N)(=N)C1=CC=C(C=C1)N[C@H](C1=NN(C(N1)=O)C=1N=CSC1C(=O)O)C1=CC(=CC(=C1)OC)OC ((S)-4-{3-[(4-Carbamimidoylphenylamino)-(3,5-dimethoxyphenyl)methyl]-5-oxo-4,5-dihydro-[1,2,4]triazol-1-yl}thiazole-5-carboxylic acid). As a reaction SMILES: [C:1]([C:4]1[CH:9]=[CH:8][C:7]([NH:10][C@@H:11]([C:26]2[CH:27]=[C:28]([O:36][CH3:37])[C:29]3OCOC[C:30]=3[CH:35]=2)[C:12]2[NH:16][C:15](=[O:17])[N:14]([C:18]3[N:19]=[CH:20][S:21][C:22]=3[C:23]([OH:25])=[O:24])[N:13]=2)=[CH:6][CH:5]=1)(=[NH:3])[NH2:2].[CH3:38][O:39]C(=O)N=C(SC)C(C1C=C(OC)C=C(OC)C=1)=NC1C=CC(C2N=C(C)ON=2)=CC=1>>[C:1]([C:4]1[CH:9]=[CH:8][C:7]([NH:10][C@@H:11]([C:26]2[CH:27]=[C:28]([O:36][CH3:37])[CH:29]=[C:30]([O:39][CH3:38])[CH:35]=2)[C:12]2[NH:16][C:15](=[O:17])[N:14]([C:18]3[N:19]=[CH:20][S:21][C:22]=3[C:23]([OH:25])=[O:24])[N:13]=2)=[CH:6][CH:5]=1)(=[NH:3])[NH2:2]. Procedure details: The same procedure was carried out as in Examples (166a) to (166c), except that {2-(3,5-dimethoxyphenyl)-2-[4-(5-methyl-[1,2,4]oxadiazol-3-yl)phenylimino]-1-methylsulfanylethylidene}carbamic acid methyl ester (Example (225a)) was used instead of [2-(8-methoxy-4H-benzo[1,3]dioxin-6-yl)-2-[4-(5-methyl-[1,2,4]oxadiazol-3-yl)phenylimino]-1-methylsulfanylethylidene]carbamic acid methyl ester in Example (166a), to give the first eluting enantiomer of the title compound. The reactants are solution, Cl (HCl), CC=1C=NN(C1)C=1C(NC(N(C1)CCCN1C[C@]2(C[C@H]2C1)C1=CC=C(C=C1)C(F)(F)F)=O)=O (5-(4-methyl-1H-pyrazol-1-yl)-1-(3-{(1S,5R)-1-[4-(trifluoromethyl)phenyl]-3-azabicyclo[3.1.0]hex-3-yl}propyl)-2,4(1H,3H)-pyrimidinedione). Solvent: C(C)OCC (Diethyl ether), C(C)OCC (Diethyl ether). Product: Cl.Cl.CC=1C=NN(C1)C=1C(NC(N(C1)CCCN1C[C@]2(C[C@H]2C1)C1=CC=C(C=C1)C(F)(F)F)=O)=O (5-(4-methyl-1H-pyrazol-1-yl)-1-(3-{(1S,5R)-1-[4-(trifluoromethyl)phenyl]-3-azabicyclo[3.1.0]hex-3-yl}propyl)-2,4(1H,3H)pyrimidinedionedihydrochloride). As a reaction SMILES: [CH3:1][C:2]1[CH:3]=[N:4][N:5]([C:7]2[C:8](=[O:33])[NH:9][C:10](=[O:32])[N:11]([CH2:13][CH2:14][CH2:15][N:16]3[CH2:21][C@H:20]4[C@:18]([C:22]5[CH:27]=[CH:26][C:25]([C:28]([F:31])([F:30])[F:29])=[CH:24][CH:23]=5)([CH2:19]4)[CH2:17]3)[CH:12]=2)[CH:6]=1.[ClH:34]>C(OCC)C>[ClH:34].[ClH:34].[CH3:1][C:2]1[CH:3]=[N:4][N:5]([C:7]2[C:8](=[O:33])[NH:9][C:10](=[O:32])[N:11]([CH2:13][CH2:14][CH2:15][N:16]3[CH2:21][C@H:20]4[C@:18]([C:22]5[CH:27]=[CH:26][C:25]([C:28]([F:31])([F:30])[F:29])=[CH:24][CH:23]=5)([CH2:19]4)[CH2:17]3)[CH:12]=2)[CH:6]=1 |f:3.4.5|. Reported procedure: 5-(4-methyl-1H-pyrazol-1-yl)-1-(3-{(1S,5R)-1-[4-(trifluoromethyl)phenyl]-3-azabicyclo[3.1.0]hex-3-yl}propyl)-2,4(1H,3H)-pyrimidinedione (E31, 4.8 mg, 9.92 μmol) was dissolved and sonicated in Diethyl ether (1 ml) to give a colorless solution. 1.0 M solution of HCl in Diethyl ether (0.025 ml, 0.025 mmol) was added at room temperature. After 3 min the solvent was evaporated to obtain 5.3 mg of the title compound as a white powder.